This data is from the Open Reaction Database (ORD), a public repository of structured organic reaction records. The task is: describe an organic reaction: reactants, conditions, products, and yield Reactants: C(CCCC)[Mg]Br (pentylmagnesium bromide), FC1=CC=C(C(=O)Cl)C=C1 (4-fluorobenzoyl chloride), Cl (hydrochloric acid). The reagents and catalysts are C/C(=C/C(=O)C)/[O-].C/C(=C/C(=O)C)/[O-].C/C(=C/C(=O)C)/[O-].[Fe+3] (tris(acetylacetone)iron). The solvent is O1CCCC1 (tetrahydrofuran). The product is FC1=CC=C(C=C1)C(CCCCC)=O (1-(4-fluorophenyl)-1-hexanone). Reaction SMILES: [F:1][C:2]1[CH:10]=[CH:9][C:5]([C:6](Cl)=[O:7])=[CH:4][CH:3]=1.[CH2:11]([Mg]Br)[CH2:12][CH2:13][CH2:14][CH3:15].Cl>C/C(/[O-])=C/C(C)=O.C/C(/[O-])=C/C(C)=O.C/C(/[O-])=C/C(C)=O.[Fe+3].O1CCCC1>[F:1][C:2]1[CH:10]=[CH:9][C:5]([C:6](=[O:7])[CH2:11][CH2:12][CH2:13][CH2:14][CH3:15])=[CH:4][CH:3]=1 |f:3.4.5.6|. Procedure: 100 mL of tetrahydrofuran was placed into a four-neck round-bottom flask, then 7.92 g (0.05 mol) of 4-fluorobenzoyl chloride and 0.53 g (1.5 mmol) of tris(acetylacetone)iron (III) were added and stirred under a nitrogen atmosphere. To this solution pentylmagnesium bromide was added at a room temperature and stirred at a room temperature for 10 min. After completion of the reaction, this solution was acidified with dilute hydrochloric acid and the organic phase was extracted with diethyl ether. F... As a reaction SMILES: [H-].[H-].[H-].[H-].[Li+].[Al+3].[C:7]([N:14]1[CH2:19][CH2:18][N:17]([C:20]2[CH:37]=[CH:36][C:23]([O:24][CH2:25][C:26]3[CH:35]=[CH:34][C:29]([C:30](OC)=[O:31])=[CH:28][CH:27]=3)=[CH:22][CH:21]=2)[CH2:16][CH2:15]1)(OC(C)(C)C)=O.O.[OH-].[Na+]>C1COCC1>[CH3:7][N:14]1[CH2:15][CH2:16][N:17]([C:20]2[CH:37]=[CH:36][C:23]([O:24][CH2:25][C:26]3[CH:35]=[CH:34][C:29]([CH2:30][OH:31])=[CH:28][CH:27]=3)=[CH:22][CH:21]=2)[CH2:18][CH2:19]1 |f:0.1.2.3.4.5,8.9|. Procedure: To a slurry of LiAlH4 (4 equivalents) in dry THF, cooled to 0° C. under N2, was slowly added drop-wise a solution of methyl 4-[4-(1-BOC-piperazin-4-yl)phenoxymethyl]benzoate (1 equivalent) in dry THF. Once the addition was complete, the slurry was heated to reflux at 80° C. for 1 hour. The slurry was subsequently cooled to 0° C. and treated with water, 10% aq. NaOH and with water again. The resulting solids were filtered, and the filtrate was diluted with chloroform, washed with brine, dried ove... Run at temperature 80 celsius. Starting materials: [H-].[H-].[H-].[H-].[Li+].[Al+3] (LiAlH4), C(=O)(OC(C)(C)C)N1CCN(CC1)C1=CC=C(OCC2=CC=C(C(=O)OC)C=C2)C=C1 (methyl 4-[4-(1-BOC-piperazin-4-yl)phenoxymethyl]benzoate), O (water), [OH-].[Na+] (NaOH), O (water). Solvent: C1CCOC1 (THF), C1CCOC1 (THF). Yields the product CN1CCN(CC1)C1=CC=C(OCC2=CC=C(CO)C=C2)C=C1 (4-[4-(4-methylpiperazin-1-yl)phenoxymethyl]benzyl alcohol). The reactants are C(C)OCC (diethyl ether), S(C)(=O)(=O)[O-] (mesylate), CCCCCC (hexane), C(C)[BH-](CC)CC.[Li+] (lithium triethylborohydride). Run in O1CCCC1 (tetrahydrofuran). Product: CC(C)C1=CC2=C(C=C1)[C@]3(CCCC([C@@H]3CC2)(C)C)C (abietatriene). The yield is 41.3%. Reaction SMILES: S([O-])(=O)(=O)C.C([BH-]([CH2:11][CH3:12])CC)C.[Li+].[CH3:14][CH2:15][CH2:16][CH2:17][CH2:18][CH3:19].C(O[CH2:23][CH3:24])C>O1CCCC1>[CH3:14][CH:15]([C:16]1[CH:18]=[CH:17][C:19]2[C@:11]3([CH3:12])[C@@H:19]([CH2:11][CH2:12][C:18]=2[CH:17]=1)[C:23]([CH3:24])([CH3:24])[CH2:16][CH2:15][CH2:14]3)[CH3:23] |f:1.2|. Procedure: Under an inert atmosphere, the mesylate (21.5 mg, 0.06 mmol) was dissolved in tetrahydrofuran in a Schlenk flask equipped with a cold finger. Excess lithium triethylborohydride (263 μL, 1 M in tetrahydrofuran, 0.26 mmol) was added dropwise to the solution, the reaction was stirred at reflux for 6 hours and monitored by TLC (6:1 hexane:diethyl ether). The reaction was quenched with ice-cold H2O, extracted with hexane (3×), dried with MgSO4, filtered over a silica plug, and concentrated. (Walter, ... The product is O[C@@H]1C=C2C=C[C@@H]([C@@H]([C@H]2[C@H](C1)OC(C(C)(C)OCC1=CC=C(C=C1)C(F)(F)F)=O)CC[C@@H]1C[C@H](CC(O1)=O)O)C ((4R,6R)-6-([1S,2S,6S,8S,8aR]-2-{1,2,6,7,8,8a-Hexahydro-6-hydroxy-8-[2-(4-trifluoromethylbenzyloxy)-2-methylpropionyloxy]-2-methyl-1-naphthyl}ethyl)tetrahydro-4-hydroxy-2H-pyran-2-one). Starting materials: [Si](C)(C)(C(C)(C)C)O[C@@H]1C=C2C=C[C@@H]([C@@H]([C@H]2[C@H](C1)OC(C(C)(C)OCC1=CC=C(C=C1)C(F)(F)F)=O)CC[C@@H]1C[C@H](CC(O1)=O)O[Si](C)(C)C(C)(C)C)C ((4R,6R)-6-([1S,2S,6S,8S,8aR]-2-{1,2,6,7,8,8a-Hexahydro-6-t-butyldimethylsilyloxy-8-[2-(4-trifluoromethylbenzyloxy)-2-methylpropionyloxy]-2-methyl-1-naphthyl}ethyl)tetrahydro-4-t-butyldimethylsilyloxy-2H-pyran-2-one), solution, [F-].C(CCC)[N+](CCCC)(CCCC)CCCC (tetrabutylammonium fluoride). Procedure details: A procedure similar to that described in Example 2, above, was followed, but using 1.16 g of (4R,6R)-6-([1S,2S,6S,8S,8aR]-2-{1,2,6,7,8,8a-hexahydro-6-t-butyldimethylsilyloxy-8-[2-(4-trifluoromethylbenzyloxy)-2-methylpropionyloxy]-2-methyl-1-naphthyl}ethyl)tetrahydro-4-t-butyldimethylsilyloxy-2H-pyran-2-one [preparedas described in Example 145, above] and 20.4 ml of a 1.0 molar solution of tetrabutylammonium fluoride in tetrahydrofuran, to give 0.75 g of the title compound as a colorless foam. Yield: 90.7%. The solvent is O1CCCC1 (tetrahydrofuran). As a reaction SMILES: [Si]([O:8][C@H:9]1[CH2:18][C@H:17]([O:19][C:20](=[O:36])[C:21]([O:24][CH2:25][C:26]2[CH:31]=[CH:30][C:29]([C:32]([F:35])([F:34])[F:33])=[CH:28][CH:27]=2)([CH3:23])[CH3:22])[C@H:16]2[C:11]([CH:12]=[CH:13][C@H:14]([CH3:54])[C@@H:15]2[CH2:37][CH2:38][C@H:39]2[O:44][C:43](=[O:45])[CH2:42][C@H:41]([O:46][Si](C(C)(C)C)(C)C)[CH2:40]2)=[CH:10]1)(C(C)(C)C)(C)C.[F-].C([N+](CCCC)(CCCC)CCCC)CCC>O1CCCC1>[OH:8][C@H:9]1[CH2:18][C@H:17]([O:19][C:20](=[O:36])[C:21]([O:24][CH2:25][C:26]2[CH:31]=[CH:30][C:29]([C:32]([F:35])([F:34])[F:33])=[CH:28][CH:27]=2)([CH3:22])[CH3:23])[C@H:16]2[C:11]([CH:12]=[CH:13][C@H:14]([CH3:54])[C@@H:15]2[CH2:37][CH2:38][C@H:39]2[O:44][C:43](=[O:45])[CH2:42][C@H:41]([OH:46])[CH2:40]2)=[CH:10]1 |f:1.2|. Starting materials: CCOC(=O)CBr, CNC(=O)C(NC(=O)n1nc(-c2cc(F)c(F)cc2F)c2c1CCNC2)C(C)(C)C, CC#N, CCN(C(C)C)C(C)C. The product is CCOC(=O)CN1CCc2c(c(-c3cc(F)c(F)cc3F)nn2C(=O)NC(C(=O)NC)C(C)(C)C)C1. RXN SMILES: [Br:40][CH2:41][C:42](=[O:43])[O:44][CH2:45][CH3:46].[CH3:1][C:2]([CH:3]([C:4](=[O:5])[NH:6][CH3:7])[NH:8][C:9](=[O:10])[n:11]1[n:12][c:13](-[c:20]2[c:21]([F:28])[cH:22][c:23]([F:27])[c:24]([F:26])[cH:25]2)[c:14]2[c:19]1[CH2:18][CH2:17][NH:16][CH2:15]2)([CH3:29])[CH3:30].[CH3:47][C:48]#[N:49].[CH:31]([N:32]([CH2:33][CH3:34])[CH:35]([CH3:36])[CH3:37])([CH3:38])[CH3:39]>>[CH3:1][C:2]([CH:3]([C:4](=[O:5])[NH:6][CH3:7])[NH:8][C:9](=[O:10])[n:11]1[n:12][c:13](-[c:20]2[c:21]([F:28])[cH:22][c:23]([F:27])[c:24]([F:26])[cH:25]2)[c:14]2[c:19]1[CH2:18][CH2:17][N:16]([CH2:41][C:42](=[O:43])[O:44][CH2:45][CH3:46])[CH2:15]2)([CH3:29])[CH3:30]. Reactants: CC(C)COC(=O)C(C)N, Cl, O=C(O)Cc1cccc2ccccc12. Product: CC(C)COC(=O)C(C)NC(=O)Cc1cccc2ccccc12. RXN SMILES: [CH2:16]([CH:17]([CH3:18])[CH3:19])[O:20][C:21]([CH:22]([NH2:23])[CH3:24])=[O:25].[ClH:15].[OH:1][C:2](=[O:3])[CH2:4][c:5]1[cH:6][cH:7][cH:8][c:9]2[cH:10][cH:11][cH:12][cH:13][c:14]12>>[C:2](=[O:3])([CH2:4][c:5]1[cH:6][cH:7][cH:8][c:9]2[cH:10][cH:11][cH:12][cH:13][c:14]12)[NH:23][CH:22]([C:21]([O:20][CH2:16][CH:17]([CH3:18])[CH3:19])=[O:25])[CH3:24]. Starting materials: CC(=O)c1ccccc1, CCO, NNC(=O)c1cccc([N+](=O)[O-])c1O, Cc1ccc(S(=O)(=O)O)cc1. Product: CC(=NNC(=O)c1cccc([N+](=O)[O-])c1O)c1ccccc1. RXN SMILES: [CH3:15][C:16](=[O:17])[c:18]1[cH:19][cH:20][cH:21][cH:22][cH:23]1.[CH3:35][CH2:36][OH:37].[N+:1](=[O:2])([O-:3])[c:4]1[c:5]([OH:14])[c:6]([C:7](=[O:8])[NH:9][NH2:10])[cH:11][cH:12][cH:13]1.[c:24]1([CH3:25])[cH:26][cH:27][c:28]([S:29]([OH:30])(=[O:31])=[O:32])[cH:33][cH:34]1>>[N+:1](=[O:2])([O-:3])[c:4]1[c:5]([OH:14])[c:6]([C:7](=[O:8])[NH:9][N:10]=[C:16]([CH3:15])[c:18]2[cH:19][cH:20][cH:21][cH:22][cH:23]2)[cH:11][cH:12][cH:13]1. Reactants: O=c1ccc(Br)c[nH]1, CCOC(C)=O, COCCOC, CCCCCC, CI, [K+], [K+], O=C([O-])[O-], O. Yields the product Cn1cc(Br)ccc1=O. As a reaction SMILES: [Br:1][c:2]1[cH:3][cH:4][c:5](=[O:8])[nH:6][cH:7]1.[CH3:17][CH2:18][O:19][C:20]([CH3:21])=[O:22].[CH3:23][O:24][CH2:25][CH2:26][O:27][CH3:28].[CH3:29][CH2:30][CH2:31][CH2:32][CH2:33][CH3:34].[CH3:9][I:10].[K+:11].[K+:12].[O-:13][C:14]([O-:15])=[O:16].[OH2:35]>>[Br:1][c:2]1[cH:3][cH:4][c:5](=[O:8])[n:6]([CH3:14])[cH:7]1.